Task: describe an organic reaction: reactants, conditions, products, and yield. Dataset: the Open Reaction Database (ORD), a public repository of structured organic reaction records The reactants are [N+](=O)([O-])C=1C=CC2=C(NCCO2)C1 (6-nitro-3,4-dihydro-2H-benzo[1,4]oxazine). The reagents and catalysts are [Pd] (palladium on carbon). Solvent: CO (methanol). Product: O1CCNC2=C1C=CC(=C2)N (3,4-dihydro-2H-benzo[1,4]oxazin-6-yl amine). RXN SMILES: [N+:1]([C:4]1[CH:5]=[CH:6][C:7]2[O:12][CH2:11][CH2:10][NH:9][C:8]=2[CH:13]=1)([O-])=O>CO.[Pd]>[O:12]1[C:7]2[CH:6]=[CH:5][C:4]([NH2:1])=[CH:13][C:8]=2[NH:9][CH2:10][CH2:11]1. Procedure details: A solution of 6-nitro-3,4-dihydro-2H-benzo[1,4]oxazine (1.8 g, 10.0 mmol) in methanol (150 mL) was hydrogenated on a Parr hydrogenator for 6 hours with 10% palladium on carbon (1.06 g) as a catalyst. The reaction mixture was filtered through Celite to remove the catalyst and the Celite rinsed with methanol. The filtrate was evaporated under vacuum to yield 3,4-dihydro-2H-benzo[1,4]oxazin-6-yl amine as a solid product.